This data is from the Open Reaction Database (ORD), a public repository of structured organic reaction records. The task is: describe an organic reaction: reactants, conditions, products, and yield Starting materials: COC(C1=C(C=C(C(=C1)OC)NC(=O)OC1=CC=C(C=C1)[N+](=O)[O-])C(F)(F)F)=O (5-methoxy-4-(4-nitro-phenoxycarbonylamino)-2-trifluoromethyl-benzoic acid methyl ester), NC1=NC=C(N=C1)C (2-amino-5-methylpyrazine). Run in CN1CCCC1=O (NMP). Run at temperature 85 celsius. The product is COC(C1=C(C=C(C(=C1)OC)NC(=O)NC1=NC=C(N=C1)C)C(F)(F)F)=O (5-Methoxy-4-[3-(5-methyl-pyrazin-2-yl)-ureido]-2-trifluoromethyl-benzoic acid methyl ester), solid. Yield: 58.0%. As a reaction SMILES: [CH3:1][O:2][C:3](=[O:29])[C:4]1[CH:9]=[C:8]([O:10][CH3:11])[C:7]([NH:12][C:13]([O:15]C2C=CC([N+]([O-])=O)=CC=2)=O)=[CH:6][C:5]=1[C:25]([F:28])([F:27])[F:26].[NH2:30][C:31]1[CH:36]=[N:35][C:34]([CH3:37])=[CH:33][N:32]=1>CN1C(=O)CCC1>[CH3:1][O:2][C:3](=[O:29])[C:4]1[CH:9]=[C:8]([O:10][CH3:11])[C:7]([NH:12][C:13]([NH:30][C:31]2[CH:36]=[N:35][C:34]([CH3:37])=[CH:33][N:32]=2)=[O:15])=[CH:6][C:5]=1[C:25]([F:26])([F:27])[F:28]. Procedure details: To a stirred solution of 5-methoxy-4-(4-nitro-phenoxycarbonylamino)-2-trifluoromethyl-benzoic acid methyl ester (878 mg, 2.1 mmol) in 4.2 mL NMP at room temperature under nitrogen was added 2-amino-5-methylpyrazine (232 mg, 2.1 mmol) and the reaction heated to 85° C. After six hours the reaction was cooled to room temperature and a precipitate formed. The precipitate was triturated with EtOAc (25 mL) and the urea isolated by filtration as a tan solid (470 mg, 58%).